This data is from the Open Reaction Database (ORD), a public repository of structured organic reaction records. The task is: describe an organic reaction: reactants, conditions, products, and yield The reactants are CC1(C=2CCCC(C2C(CC1)(C)C)=O)C (5,5,8,8-tetramethyl-3,4,5,6,7,8-hexahydro-2H-naphthalen-1-one), C(C)(=O)O.C(=N)N (formamidine acetate). The solvent is C(CCC)O (butanol). Reaction conditions: temperature 130 celsius, time 24 hour. Yields the product CC1(CCC(C2=C1CCC=1C=NC=NC21)(C)C)C (7,7,10,10-tetramethyl-5,6,7,8,9,10-hexahydro-benzo[h]quinazoline). The yield is 43.0%. RXN SMILES: [CH3:1][C:2]1([CH3:15])[CH2:11][CH2:10][C:9]([CH3:13])([CH3:12])[C:8]2[C:7](=O)[CH2:6][CH2:5][CH2:4][C:3]1=2.[C:16](O)(=O)C.[CH:20]([NH2:22])=[NH:21]>C(O)CCC>[CH3:1][C:2]1([CH3:15])[C:3]2[CH2:4][CH2:5][C:6]3[CH:16]=[N:21][CH:20]=[N:22][C:7]=3[C:8]=2[C:9]([CH3:13])([CH3:12])[CH2:10][CH2:11]1 |f:1.2|. Procedure: A 100 mL reaction flask is charged with 5,5,8,8-tetramethyl-3,4,5,6,7,8-hexahydro-2H-naphthalen-1-one (prepared as described in U.S. Pat. Nos. 3,927,083 and 2,912,462) (10 g, 0.048 mol), formamidine acetate (25 g, 0.24 mol), and butanol (50 mL). The reaction mixture is heated to 130° C. and stirred for 24 hours. The crude mass is washed once with aqueous sulfuric acid (10%, 100 mL) followed by twice with brine (30 mL). Butanol is recovered by roto-evaporation. The crude product is further purifi... Reactants: Nc1ccc(C2=CC(=O)CCC2)c2ccccc12, CN(C)C=O. The product is Nc1cccc2ccccc12. As a reaction SMILES: [NH2:1][c:2]1[cH:3][cH:4][c:5]([C:12]2=[CH:18][C:16](=[O:17])[CH2:15][CH2:14][CH2:13]2)[c:6]2[cH:7][cH:8][cH:9][cH:10][c:11]12.[O:19]=[CH:20][N:21]([CH3:22])[CH3:23]>>[NH2:1][c:2]1[cH:3][cH:4][cH:5][c:6]2[cH:7][cH:8][cH:9][cH:10][c:11]12. The reactants are COc1cc(OC)c([N+](=O)[O-])c(-n2cc(C)nc2Br)c1, Cc1ccncc1B(O)O, [K+], [K+], O=C([O-])[O-], c1ccc(P(c2ccccc2)(c2ccccc2)[Pd](P(c2ccccc2)(c2ccccc2)c2ccccc2)(P(c2ccccc2)(c2ccccc2)c2ccccc2)P(c2ccccc2)(c2ccccc2)c2ccccc2)cc1. Product: COc1cc(OC)c([N+](=O)[O-])c(-n2cc(C)nc2-c2cnccc2C)c1. Reaction SMILES: [Br:1][c:2]1[n:3](-[c:8]2[c:9]([N+:18](=[O:19])[O-:20])[c:10]([O:16][CH3:17])[cH:11][c:12]([O:14][CH3:15])[cH:13]2)[cH:4][c:5]([CH3:7])[n:6]1.[CH3:21][c:22]1[c:23]([B:28]([OH:29])[OH:30])[cH:24][n:25][cH:26][cH:27]1.[K+:31].[K+:32].[O-:33][C:34]([O-:35])=[O:36].[cH:37]1[cH:38][cH:39][c:40]([P:41]([Pd:42]([P:43]([c:44]2[cH:45][cH:46][cH:47][cH:48][cH:49]2)([c:50]2[cH:51][cH:52][cH:53][cH:54][cH:55]2)[c:56]2[cH:57][cH:58][cH:59][cH:60][cH:61]2)([P:62]([c:63]2[cH:64][cH:65][cH:66][cH:67][cH:68]2)([c:69]2[cH:70][cH:71][cH:72][cH:73][cH:74]2)[c:75]2[cH:76][cH:77][cH:78][cH:79][cH:80]2)[P:81]([c:82]2[cH:83][cH:84][cH:85][cH:86][cH:87]2)([c:88]2[cH:89][cH:90][cH:91][cH:92][cH:93]2)[c:94]2[cH:95][cH:96][cH:97][cH:98][cH:99]2)([c:100]2[cH:101][cH:102][cH:103][cH:104][cH:105]2)[c:106]2[cH:107][cH:108][cH:109][cH:110][cH:111]2)[cH:112][cH:113]1>>[c:2]1(-[c:23]2[c:22]([CH3:21])[cH:27][cH:26][n:25][cH:24]2)[n:3](-[c:8]2[c:9]([N+:18](=[O:19])[O-:20])[c:10]([O:16][CH3:17])[cH:11][c:12]([O:14][CH3:15])[cH:13]2)[cH:4][c:5]([CH3:7])[n:6]1. The reactants are COCC1CN(C(O1)=O)C1=NC=C(C=C1)C1CCC(CC1)=O ((RS)-5-methoxymethyl-3-[5-(4-oxo-cyclohexyl)-pyridin-2-yl]-oxazolidin-2-one), [BH4-].[Na+] (sodium borohydride). The solvent is CO (methanol), O (water). Run at time 16 hour. The product is O[C@@H]1CC[C@H](CC1)C=1C=CC(=NC1)N1C(OC(C1)COC)=O ((RS)-3-[5-(trans-4-hydroxy-cyclohexyl)-pyridin-2-yl]-5-methoxymethyl-oxazolidin-2-one). Isolated yield 49.7%. RXN SMILES: [CH3:1][O:2][CH2:3][CH:4]1[O:8][C:7](=[O:9])[N:6]([C:10]2[CH:15]=[CH:14][C:13]([CH:16]3[CH2:21][CH2:20][C:19](=[O:22])[CH2:18][CH2:17]3)=[CH:12][N:11]=2)[CH2:5]1.[BH4-].[Na+]>CO.O>[OH:22][C@H:19]1[CH2:20][CH2:21][C@H:16]([C:13]2[CH:14]=[CH:15][C:10]([N:6]3[CH2:5][CH:4]([CH2:3][O:2][CH3:1])[O:8][C:7]3=[O:9])=[N:11][CH:12]=2)[CH2:17][CH2:18]1 |f:1.2|. Reported procedure: A solution of 0.4 g of (RS)-5-methoxymethyl-3-[5-(4-oxo-cyclohexyl)-pyridin-2-yl]-oxazolidin-2-one in 25 ml of methanol and 2.5 ml of water was treated with 0.2 g of sodium borohydride and stirred at room temperature for 16 h. Then, the mixture was concentrated and the residue was taken up in methylene chloride and washed with water. The aqueous phase was extracted with methylene chloride and the organic phases were combined, dried with magnesium sulfate and concentrated. The residue (0.4 g) was... The reactants are C1CCOC1, CC(C)[N-]C(C)C, Fc1ccccn1, [Li+], CN(C)C=O. Product: O=Cc1cccnc1F. RXN SMILES: [CH2:21]1[O:22][CH2:23][CH2:24][CH2:25]1.[CH3:9][CH:10]([N-:11][CH:12]([CH3:13])[CH3:14])[CH3:15].[F:1][c:2]1[n:3][cH:4][cH:5][cH:6][cH:7]1.[Li+:8].[O:16]=[CH:17][N:18]([CH3:19])[CH3:20]>>[F:1][c:2]1[n:3][cH:4][cH:5][cH:6][c:7]1[CH:17]=[O:16].